From a dataset of the Open Reaction Database (ORD), a public repository of structured organic reaction records. describe an organic reaction: reactants, conditions, products, and yield The product is N[C@@H](C(C)C)C(=O)N1[C@H](C(=O)N[C@@H](C(C)C)C(=O)C(F)(F)C(F)(F)C(F)(F)F)CCC1.Cl (H-Val-Pro-Val-CF2CF2CF3.hydrochloride). Reaction conditions: time 1 hour. Reaction SMILES: [ClH:1].[NH:2](C(OC(C)(C)C)=O)[C@H:3]([C:7]([N:9]1[CH2:32][CH2:31][CH2:30][C@H:10]1[C:11]([NH:13][C@H:14]([C:18]([C:20]([C:23]([C:26]([F:29])([F:28])[F:27])([F:25])[F:24])([F:22])[F:21])=[O:19])[CH:15]([CH3:17])[CH3:16])=[O:12])=[O:8])[CH:4]([CH3:6])[CH3:5]>C(OCC)(=O)C>[NH2:2][C@H:3]([C:7]([N:9]1[CH2:32][CH2:31][CH2:30][C@H:10]1[C:11]([NH:13][C@H:14]([C:18]([C:20]([C:23]([C:26]([F:29])([F:27])[F:28])([F:24])[F:25])([F:21])[F:22])=[O:19])[CH:15]([CH3:16])[CH3:17])=[O:12])=[O:8])[CH:4]([CH3:5])[CH3:6].[ClH:1] |f:3.4|. Procedure details: Bubble HCl gas into a stirred solution of Boc-Val-Pro-Val-CF2CF2CF3 (0.21 g, 0.37 mmol) in ethyl acetate (50 mL) and cool in an ice water bath. Treat with hydrogen chloride gas for 4 minutes. Stir the reaction mixture for 1 hour and warm to ambient temperature. Concentrate the reaction mixture and azeotrope with CCl4. Place under a high vacuum to give the title compound as a white solid. (Yield: 185 mg, 100%). The reactants are Cl (HCl), N([C@@H](C(C)C)C(=O)N1[C@H](C(=O)N[C@@H](C(C)C)C(=O)C(F)(F)C(F)(F)C(F)(F)F)CCC1)C(=O)OC(C)(C)C (Boc-Val-Pro-Val-CF2CF2CF3), Cl (hydrogen chloride). Run in C(C)(=O)OCC (ethyl acetate). The reactants are N#CC1CC(F)CN1C(=O)CNC12CCC(C(=O)O)(CC1)CC2, CC(C)CCN. Product: CC(C)CCNC(=O)C12CCC(NCC(=O)N3CC(F)CC3C#N)(CC1)CC2. RXN SMILES: [C:1](=[O:2])([OH:3])[C:4]12[CH2:5][CH2:6][C:7]([NH:12][CH2:13][C:14](=[O:15])[N:16]3[CH:17]([C:22]#[N:23])[CH2:18][CH:19]([F:21])[CH2:20]3)([CH2:8][CH2:9]1)[CH2:10][CH2:11]2.[CH2:24]([CH2:25][CH:26]([CH3:27])[CH3:28])[NH2:29]>>[C:1](=[O:3])([C:4]12[CH2:5][CH2:6][C:7]([NH:12][CH2:13][C:14](=[O:15])[N:16]3[CH:17]([C:22]#[N:23])[CH2:18][CH:19]([F:21])[CH2:20]3)([CH2:8][CH2:9]1)[CH2:10][CH2:11]2)[NH:29][CH2:24][CH2:25][CH:26]([CH3:27])[CH3:28].